This data is from the Open Reaction Database (ORD), a public repository of structured organic reaction records. The task is: describe an organic reaction: reactants, conditions, products, and yield Reactants: [OH-].[Na+] (NaOH), CC(C(COC1=CC=C(CNC(C(F)(F)F)=O)C=C1)=O)(C)C (N-[4-(3,3-dimethyl-2-oxo-butoxy)-benzyl]-2,2,2-trifluoro-acetamide). The solvent is CO (methanol). Run at time 2 hour. Yields the product CC(C(COC1=CC=C(CN)C=C1)=O)(C)C (4-(3,3-Dimethyl-2-oxo-butoxy)-benzylamine). The yield is 87.5%. As a reaction SMILES: [OH-].[Na+].[CH3:3][C:4]([CH3:24])([CH3:23])[C:5](=[O:22])[CH2:6][O:7][C:8]1[CH:21]=[CH:20][C:11]([CH2:12][NH:13]C(=O)C(F)(F)F)=[CH:10][CH:9]=1>CO>[CH3:3][C:4]([CH3:24])([CH3:23])[C:5](=[O:22])[CH2:6][O:7][C:8]1[CH:21]=[CH:20][C:11]([CH2:12][NH2:13])=[CH:10][CH:9]=1 |f:0.1|. Procedure: Add 5N aqueous NaOH (15 mL) to a solution of N-[4-(3,3-dimethyl-2-oxo-butoxy)-benzyl]-2,2,2-trifluoro-acetamide (552 mg, 1.74 mmol) in methanol (0 mL) and stir for 2 h at ambient temperature. Extract the mixture with DCM three times. Dry the combined organic extracts over Na2SO4, filter and concentrate. Purify by chromatography on silica gel eluting with DCM/2M ammonia in methanol (92:8) to give the title compound as a colorless oil (337 mg, 87%). MS (ES+) m/z: 205 M+H−NH3)+.